From a dataset of the Open Reaction Database (ORD), a public repository of structured organic reaction records. describe an organic reaction: reactants, conditions, products, and yield Reactants: N#Cc1ccc(N2CCC(C(=O)O)CC2)cc1, CC1CNC(C)CN1. The product is CC1CN(C(=O)C2CCN(c3ccc(C#N)cc3)CC2)C(C)CN1. Reaction SMILES: [C:1](#[N:2])[c:3]1[cH:4][cH:5][c:6]([N:9]2[CH2:10][CH2:11][CH:12]([C:15](=[O:16])[OH:17])[CH2:13][CH2:14]2)[cH:7][cH:8]1.[CH3:18][CH:19]1[NH:20][CH2:21][CH:22]([CH3:25])[NH:23][CH2:24]1>>[C:1](#[N:2])[c:3]1[cH:4][cH:5][c:6]([N:9]2[CH2:10][CH2:11][CH:12]([C:15](=[O:17])[N:20]3[CH:19]([CH3:18])[CH2:24][NH:23][CH:22]([CH3:25])[CH2:21]3)[CH2:13][CH2:14]2)[cH:7][cH:8]1. The reactants are C(C)OC(C=C(C)NC(C(=O)O)C1=CC(=C(C=C1)O)CSC=NN)=O (α-(3-ethoxy-1-methyl-3-oxo-1-propen-1-yl)amino-3-[[(aminoiminomethyl)thio]methyl]-4-hydroxybenzeneacetic acid), C(C)OC(C=C(C)NC(C(=O)O)C1=CC(=C(C=C1)O)CSC=1NCCN1)=O (α-(3-ethoxy-1-methyl-3-oxo-1-propen-1-yl)amino-3-[[(4,5-dihydro-1H-imidazol-2-yl)-thio]methyl]-4-hydroxybenzeneacetic acid). Yields the product C(C)OC(C=C(C)NC(C(=O)O)C1=CC(=C(C=C1)O)CSC)=O (α-(3-ethoxy-1-methyl-3-oxo-1-propen-1-yl)amino-4-hydroxy-3-[(methylthio)methyl]benzeneacetic acid). As a reaction SMILES: [CH2:1]([O:3][C:4](=[O:25])[CH:5]=[C:6]([NH:8][CH:9]([C:13]1[CH:18]=[CH:17][C:16]([OH:19])=[C:15]([CH2:20][S:21][CH:22]=NN)[CH:14]=1)[C:10]([OH:12])=[O:11])[CH3:7])[CH3:2].C(OC(=O)C=C(NC(C1C=CC(O)=C(CSC2NCCN=2)C=1)C(O)=O)C)C>>[CH2:1]([O:3][C:4](=[O:25])[CH:5]=[C:6]([NH:8][CH:9]([C:13]1[CH:18]=[CH:17][C:16]([OH:19])=[C:15]([CH2:20][S:21][CH3:22])[CH:14]=1)[C:10]([OH:12])=[O:11])[CH3:7])[CH3:2]. Procedure details: In like manner and using the appropriate quantities of reagents, substitution of α-(3-ethoxy-1-methyl-3-oxo-1-propen-1-yl)amino-3-[[(aminoiminomethyl)thio]methyl]-4-hydroxybenzeneacetic acid; α-(3-ethoxy-1-methyl-3-oxo-1-propen-1-yl)amino-3-[[(4,5-dihydro-1H-imidazol-2-yl)-thio]methyl]-4-hydroxybenzeneacetic acid; or α-(3-ethoxy-1-methyl-3-oxo-1-propen-1-yl)amino-4-hydroxy-3-[(methylthio)methyl]benzeneacetic acid in place of α-(3-ethoxy-1-methyl-3-oxo-1-propen-1-yl)amino-3-(azidomethyl)-4-hydrox...